This data is from the Open Reaction Database (ORD), a public repository of structured organic reaction records. The task is: describe an organic reaction: reactants, conditions, products, and yield The reactants are BrC1=NC=CC=C1 (2-bromopyridine), C1(=CC=CC=C1)P(C1=CC=CC=C1)C1=CC=CC=C1 (triphenylphosphine), C([O-])([O-])=O.[K+].[K+] (potassium carbonate), ClC1=CC=C(C=N1)B(O)O (6-chloro-3-pyridyl boronic acid). The reagents and catalysts are C(C)(=O)[O-].[Pd+2].C(C)(=O)[O-] (palladium acetate). Run in O (water), COCCOC (1,2-dimethoxyethane), C(C)(=O)OCC (ethyl acetate). Product: ClC1=CC=C(C=N1)C1=NC=CC=C1 (6-chloro-3,2′-bipyridine). Yield: 87.0%. Reaction SMILES: Br[C:2]1[CH:7]=[CH:6][CH:5]=[CH:4][N:3]=1.C1(P(C2C=CC=CC=2)C2C=CC=CC=2)C=CC=CC=1.C(=O)([O-])[O-].[K+].[K+].[Cl:33][C:34]1[N:39]=[CH:38][C:37](B(O)O)=[CH:36][CH:35]=1>C([O-])(=O)C.[Pd+2].C([O-])(=O)C.C(OCC)(=O)C.O.COCCOC>[Cl:33][C:34]1[N:39]=[CH:38][C:37]([C:2]2[CH:7]=[CH:6][CH:5]=[CH:4][N:3]=2)=[CH:36][CH:35]=1 |f:2.3.4,6.7.8|. Procedure: 2-bromopyridine (7.0 g, 44.0 mmol), palladium acetate (0.5 g, 2.2 mmol), triphenylphosphine (2.5 g, 9.5 mmol), potassium carbonate (37.0 g, 267.0 mmol), 1,2-dimethoxyethane (60 g) and water (80 g) were added to the resultant 6-chloro-3-pyridyl boronic acid (6.9 g, 44.0 mmol), and the reaction mixture was stirred, and then refluxed with heating for 6.0 hours. Reaction solution was cooled, and then ethyl acetate (50 g) was added, the reaction solution was stirred for 1.0 hour, and was left to stan... Reactants: CN(C)C=O, Cc1oc(-c2ccccc2)nc1CCl, [Na], [Na], O=S(=O)(O)c1ccc(O)cc1. Product: [Na], Cc1oc(-c2ccccc2)nc1COc1ccc(S(=O)(=O)O)cc1. Reaction SMILES: [CH3:28][N:29]([CH3:30])[CH:31]=[O:32].[Cl:14][CH2:15][c:16]1[n:17][c:18](-[c:22]2[cH:23][cH:24][cH:25][cH:26][cH:27]2)[o:19][c:20]1[CH3:21].[Na:1].[Na:2].[OH:3][c:4]1[cH:5][cH:6][c:7]([S:10](=[O:11])(=[O:12])[OH:13])[cH:8][cH:9]1>>[Na:1].[O:3]([c:4]1[cH:5][cH:6][c:7]([S:10](=[O:11])(=[O:12])[OH:13])[cH:8][cH:9]1)[CH2:15][c:16]1[n:17][c:18](-[c:22]2[cH:23][cH:24][cH:25][cH:26][cH:27]2)[o:19][c:20]1[CH3:21]. The product is O.Cl.C1(CCCCC1)CN1CCC(CC1)NC(C1=C(C=C(C(=C1)Cl)NC(C)=O)OC)=O (N-(1-cyclohexylmethylpiperid-4-yl)-2-methoxy-4-acetamido-5-chlorobenzamide hydrochloride monohydrate). The yield is 119.2%. Solvent: C(Cl)Cl (methylene chloride). Conditions: time 8 hour. RXN SMILES: C1(N=C=NC2CCCCC2)CCCCC1.[CH:16]1([CH2:22][N:23]2[CH2:28][CH2:27][CH:26]([NH2:29])[CH2:25][CH2:24]2)[CH2:21][CH2:20][CH2:19][CH2:18][CH2:17]1.[CH3:30][O:31][C:32]1[CH:40]=[C:39]([NH:41][C:42](=[O:44])[CH3:43])[C:38]([Cl:45])=[CH:37][C:33]=1[C:34](O)=[O:35]>C(Cl)Cl>[OH2:31].[ClH:45].[CH:16]1([CH2:22][N:23]2[CH2:28][CH2:27][CH:26]([NH:29][C:34](=[O:35])[C:33]3[CH:37]=[C:38]([Cl:45])[C:39]([NH:41][C:42](=[O:44])[CH3:43])=[CH:40][C:32]=3[O:31][CH3:30])[CH2:25][CH2:24]2)[CH2:17][CH2:18][CH2:19][CH2:20][CH2:21]1 |f:4.5.6|. The reactants are C1(CCCCC1)N=C=NC1CCCCC1 (N,N'-dicyclohexylcarbodiimide), C1(CCCCC1)CN1CCC(CC1)N (1-cyclohexylmethyl-4-aminopiperidine), COC1=C(C(=O)O)C=C(C(=C1)NC(C)=O)Cl (2-methoxy-4-acetamido-5-chlorobenzoic acid). Procedure details: N,N'-dicyclohexylcarbodiimide (10.3 g; 0.05 moles) and 1-cyclohexylmethyl-4-aminopiperidine (9.8 g; 0.05 moles) were added successively to a solution of 2-methoxy-4-acetamido-5-chlorobenzoic acid (12.1 g; 0.05 moles) in methylene chloride (250 ml). After stirring overnight at room temperature, the insoluble N,N'-dicyclohexylurea was filtered off, the solution was washed with water, dried (Na2SO4) and the solvent removed in vacuo. The residue was recrystallized and the product converted into its ... Reactants: Cc1ccc(Br)nn1, O=C1CCC(=O)N1Br, ClC(Cl)(Cl)Cl, CC(C)(C#N)N=NC(C)(C)C#N. Yields the product BrCc1ccc(Br)nn1. Reaction SMILES: [Br:1][c:2]1[n:3][n:4][c:5]([CH3:8])[cH:6][cH:7]1.[Br:9][N:10]1[C:11](=[O:12])[CH2:13][CH2:14][C:15]1=[O:16].[C:29]([Cl:30])([Cl:31])([Cl:32])[Cl:33].[N:17]#[C:18][C:19]([N:20]=[N:21][C:22]([C:23]#[N:24])([CH3:25])[CH3:26])([CH3:27])[CH3:28]>>[Br:1][c:2]1[n:3][n:4][c:5]([CH2:8][Br:9])[cH:6][cH:7]1. Isolated yield 90.1%. The solvent is C(C)#N (acetonitrile), C(C)#N (acetonitrile). Yields the product C(C)OC(=O)C1=C(C=CC=C1)S(=O)(=O)N (2-Ethoxycarbonylbenzenesulfonamide). Reaction SMILES: Cl[C:2]([O:4][CH2:5][CH3:6])=[O:3].N[C:8]1[CH:13]=[CH:12][CH:11]=[CH:10][C:9]=1[S:14]([NH2:17])(=[O:16])=[O:15].N1C=CC=CC=1.Cl>C(#N)C>[CH2:5]([O:4][C:2]([C:8]1[CH:13]=[CH:12][CH:11]=[CH:10][C:9]=1[S:14]([NH2:17])(=[O:16])=[O:15])=[O:3])[CH3:6]. Starting materials: ice water, Cl (hydrochloric acid), ClC(=O)OCC (ethyl chloroformate), NC1=C(C=CC=C1)S(=O)(=O)N (2-aminobenzenesulfonamide), N1=CC=CC=C1 (pyridine). Procedure: A solution of 3.5 g of ethyl chloroformate in 10 ml of anhydrous acetonitrile is dropwise added to a solution of 5.5 g of 2-aminobenzenesulfonamide and 2.5 g of pyridine in 80 ml of anhydrous acetonitrile at room temperature during 2 hours. After stirring at room temperature, the mixture is poured into ice water and acidified with 100 ml of 2N-hydrochloric acid solution. The mixture is extracted with ethyl acetate twice, washed with an aqueous saturated sodium hydrogen carbonate and then with a ... The reactants are FC=1C=C2C(=NC1C(C)=NO)C=CN2S(=O)(=O)C2=CC=C(C)C=C2 (1-(6-fluoro-1-tosyl-1H-pyrrolo[3,2-b]pyridin-5-yl)ethanone oxime), [NH4+].[Cl-] (NH4Cl). The reagents and catalysts are [Zn] (zinc). The solvent is CO (MeOH), CC(=O)O (HOAc). Conditions: temperature 60 celsius. Product: FC=1C=C2C(=NC1C(C)N)C=CN2S(=O)(=O)C2=CC=C(C)C=C2 (1-(6-fluoro-1-tosyl-1H-pyrrolo[3,2-b]pyridin-5-yl)ethanamine). Yield: 69.4%. As a reaction SMILES: [F:1][C:2]1[CH:3]=[C:4]2[N:14]([S:15]([C:18]3[CH:24]=[CH:23][C:21]([CH3:22])=[CH:20][CH:19]=3)(=[O:17])=[O:16])[CH:13]=[CH:12][C:5]2=[N:6][C:7]=1[C:8](=[N:10]O)[CH3:9].[NH4+].[Cl-]>CO.CC(O)=O.[Zn]>[F:1][C:2]1[CH:3]=[C:4]2[N:14]([S:15]([C:18]3[CH:24]=[CH:23][C:21]([CH3:22])=[CH:20][CH:19]=3)(=[O:17])=[O:16])[CH:13]=[CH:12][C:5]2=[N:6][C:7]=1[CH:8]([NH2:10])[CH3:9] |f:1.2|. Reported procedure: A mixture of 1-(6-fluoro-1-tosyl-1H-pyrrolo[3,2-b]pyridin-5-yl)ethanone oxime (0.75 mg, 2.16 mmol), zinc powder (7.06 g, 108 mmol), and NH4Cl (2.31 g, 43.2 mmol) in MeOH (30 mL) and HOAc (6 mL) was heated at 60° C. for 2 h. The reaction mixture was filtered and the filtrate concentrated under reduced pressure. The residue was suspended in ammonia solution (50 mL) and extracted with DCM (50 mL×3). The combined extracts were dried (MgSO4), filtered, and concentrated under reduced pressure. The cru...